Dataset: the Open Reaction Database (ORD), a public repository of structured organic reaction records. Task: describe an organic reaction: reactants, conditions, products, and yield The reactants are Cl.FC=1C=CC2=C(SC=C2C2CCN(CC2)CCCC(=O)C2=CC=C(C=C2)F)C1 (6-fluoro-3-[1-[4-(4-fluorophenyl)-4-oxobutyl]piperidin-4-yl]benzo[b]thiophene hydrochloride), C([O-])([O-])=O.[K+].[K+] (potassium carbonate), COC(N(C)C)OC (N,N-dimethylformamide dimethyl acetal), N1CCCC1 (pyrrolidine). Solvent: CN(C=O)C (N,N-dimethylformamide). Reaction conditions: time 3.5 hour. Yields the product FC=1C=CC2=C(SC=C2C2CCN(CC2)CCC(C(=O)C2=CC=C(C=C2)F)=CN2CCCC2)C1 (6-fluoro-3-[1-[3-(1-pyrrolidinomethylene)-4-(4-fluorophenyl)-4-oxobutyl]piperidin-4-yl]benzo[b]thiophene). Reaction SMILES: Cl.[F:2][C:3]1[CH:4]=[CH:5][C:6]2[C:10]([CH:11]3[CH2:16][CH2:15][N:14]([CH2:17][CH2:18][CH2:19][C:20]([C:22]4[CH:27]=[CH:26][C:25]([F:28])=[CH:24][CH:23]=4)=[O:21])[CH2:13][CH2:12]3)=[CH:9][S:8][C:7]=2[CH:29]=1.C(=O)([O-])[O-].[K+].[K+].CO[CH:38](OC)[N:39]([CH3:41])[CH3:40].N1CC[CH2:46][CH2:45]1>CN(C)C=O>[F:2][C:3]1[CH:4]=[CH:5][C:6]2[C:10]([CH:11]3[CH2:12][CH2:13][N:14]([CH2:17][CH2:18][C:19](=[CH:41][N:39]4[CH2:38][CH2:46][CH2:45][CH2:40]4)[C:20]([C:22]4[CH:23]=[CH:24][C:25]([F:28])=[CH:26][CH:27]=4)=[O:21])[CH2:15][CH2:16]3)=[CH:9][S:8][C:7]=2[CH:29]=1 |f:0.1,2.3.4|. Reported procedure: A mixture of 0.15 g of 6-fluoro-3-[1-[4-(4-fluorophenyl)-4-oxobutyl]piperidin-4-yl]benzo[b]thiophene hydrochloride, 0.05 g of anhydrous potassium carbonate, 0.36 ml of N,N-dimethylformamide dimethyl acetal, 0.25 ml of pyrrolidine and 0.5 ml of N,N-dimethylformamide was srirred on an oil bath at 120° C. for 3.5 hours. The reaction mixture was cooled to room temperature and then separated with ethyl acetate and water, and the aqueous layer was extracted with ethyl acetate. The combined organic lay... Procedure: 3′,4′-Dimethoxy-7-(2,3-epoxy-propoxy)-flavone, 33 (300 mg, 0.85 mmol) and 1-phenyl piperazine (0.13 mL, 0.85 mmol) in dry methanol (60 mL) were reacted in a similar manner to that described under 34 to afford 47. Yield 410 mg (94%); mp 191-193° C.; MS (FAB) 517 (M++1); IR (KBr) 3416, 1627; 1H NMR (200 MHz, CDCl3) δ 8.16 (d, J=9.5 Hz, 1H), 7.54 (dd, J=8.3 Hz, 2.1 Hz, 1H), 7.34 (d, J=1.9 Hz, 1H), 7.31-7.23 (m, 2H), 7.04-6.87 (m, 6H), 6.70 (s, 1H), 4.21-4.16 (m, 3H), 3.99 (s, 3H), 3.97 (s, 3H), 3.2... Product: COC=1C=C(C=2OC3=CC(=CC=C3C(C2)=O)OCC(CN2CCN(CC2)C2=CC=CC=C2)O)C=CC1OC (3′,4′-Dimethoxy-7-[2-hydroxy-3-(4-phenylpiperazin-1-yl)-propoxy]-flavone). As a reaction SMILES: [CH3:1][O:2][C:3]1[CH:4]=[C:5]([CH:22]=[CH:23][C:24]=1[O:25][CH3:26])[C:6]1[O:7][C:8]2[C:13]([C:14](=[O:16])[CH:15]=1)=[CH:12][CH:11]=[C:10]([O:17][CH2:18][CH:19]1[O:21][CH2:20]1)[CH:9]=2.[C:27]1([N:33]2[CH2:38][CH2:37][NH:36][CH2:35][CH2:34]2)[CH:32]=[CH:31][CH:30]=[CH:29][CH:28]=1>CO>[CH3:1][O:2][C:3]1[CH:4]=[C:5]([CH:22]=[CH:23][C:24]=1[O:25][CH3:26])[C:6]1[O:7][C:8]2[C:13]([C:14](=[O:16])[CH:15]=1)=[CH:12][CH:11]=[C:10]([O:17][CH2:18][CH:19]([OH:21])[CH2:20][N:36]1[CH2:37][CH2:38][N:33]([C:27]3[CH:32]=[CH:31][CH:30]=[CH:29][CH:28]=3)[CH2:34][CH2:35]1)[CH:9]=2. The reactants are COC=1C=C(C=2OC3=CC(=CC=C3C(C2)=O)OCC2CO2)C=CC1OC (3′,4′-Dimethoxy-7-(2,3-epoxy-propoxy)-flavone), COC=1C=C(C=2OC3=CC(=CC=C3C(C2)=O)OCC2CO2)C=CC1OC (3′,4′-Dimethoxy-7-(2,3-epoxy-propoxy)-flavone), C1(=CC=CC=C1)N1CCNCC1 (1-phenyl piperazine). Solvent: CO (methanol). The reactants are COC(=O)c1cccc(CO)c1, CCCCCC, CC(C)N=C=NC(C)C, [Cl-]. The product is COC(=O)c1cccc(COC(=NC(C)C)NC(C)C)c1. RXN SMILES: [CH3:1][O:2][C:3](=[O:4])[c:5]1[cH:6][c:7]([CH2:8][OH:9])[cH:10][cH:11][cH:12]1.[CH3:23][CH2:24][CH2:25][CH2:26][CH2:27][CH3:28].[CH:13]([CH3:14])([CH3:15])[N:16]=[C:17]=[N:18][CH:19]([CH3:20])[CH3:21].[Cl-:22]>>[CH3:1][O:2][C:3](=[O:4])[c:5]1[cH:6][c:7]([CH2:8][O:9][C:17](=[N:16][CH:13]([CH3:14])[CH3:15])[NH:18][CH:19]([CH3:20])[CH3:21])[cH:10][cH:11][cH:12]1. Reactants: [Li+].[OH-] (LiOH), ClC=1C=C(C=CC1OC1=CC2=C(N=C(N2)C)C=C1NS(=O)(=O)C1=C(C=C(C=C1)Cl)Cl)CC(=O)OC (methyl 2-(3-chloro-4-(6-(2,4-dichlorophenylsulfonamido)-2-methyl-3H-benzo[d]imidazol-5-yloxy)phenyl)acetate), Cl (HCl). Solvent: C1CCOC1 (THF). Conditions: time 2.5 hour. Product: ClC=1C=C(C=CC1OC1=CC2=C(N=C(N2)C)C=C1NS(=O)(=O)C1=C(C=C(C=C1)Cl)Cl)CC(=O)O (2-(3-Chloro-4-(6-(2,4-dichlorophenylsulfonamido)-2-methyl-3H-benzo[d]imidazol-5-yloxy)phenyl)acetic acid). RXN SMILES: [Cl:1][C:2]1[CH:3]=[C:4]([CH2:31][C:32]([O:34]C)=[O:33])[CH:5]=[CH:6][C:7]=1[O:8][C:9]1[C:18]([NH:19][S:20]([C:23]2[CH:28]=[CH:27][C:26]([Cl:29])=[CH:25][C:24]=2[Cl:30])(=[O:22])=[O:21])=[CH:17][C:12]2[N:13]=[C:14]([CH3:16])[NH:15][C:11]=2[CH:10]=1.[Li+].[OH-].Cl>C1COCC1>[Cl:1][C:2]1[CH:3]=[C:4]([CH2:31][C:32]([OH:34])=[O:33])[CH:5]=[CH:6][C:7]=1[O:8][C:9]1[C:18]([NH:19][S:20]([C:23]2[CH:28]=[CH:27][C:26]([Cl:29])=[CH:25][C:24]=2[Cl:30])(=[O:21])=[O:22])=[CH:17][C:12]2[N:13]=[C:14]([CH3:16])[NH:15][C:11]=2[CH:10]=1 |f:1.2|. Procedure: Under an N2 atmosphere, methyl 2-(3-chloro-4-(6-(2,4-dichlorophenylsulfonamido)-2-methyl-3H-benzo[d]imidazol-5-yloxy)phenyl)acetate (0.138 g, 0.248 mmol) was dissolved in THF (2.5 mL), and 1N LiOH (2.5 mL) was added. The reaction was allowed to stir at room temperature for 2.5 h. The reaction was brought to pH 5 with 1N HCl and extracted with ethyl acetate. The organic layer was dried (Na2SO4), filtered and concentrated in vacuo. The residue was triturated with an ethyl acetate/hexanes mixture a...